This data is from the Open Reaction Database (ORD), a public repository of structured organic reaction records. The task is: describe an organic reaction: reactants, conditions, products, and yield Reaction SMILES: [CH2:1]([CH3:2])[O:3][C:4](=[O:5])[c:6]1[cH:7][cH:8][c:9]([B:12]([OH:13])[OH:14])[cH:10][cH:11]1.[CH3:29][c:30]1[cH:31][cH:32][cH:33][cH:34][cH:35]1.[Cl:15][c:16]1[n:17][cH:18][cH:19][c:20]([Cl:22])[n:21]1.[Na+:23].[Na+:24].[O-:25][C:26](=[O:27])[O-:28]>>[CH2:1]([CH3:2])[O:3][C:4](=[O:5])[c:6]1[cH:7][cH:8][c:9](-[c:20]2[cH:19][cH:18][n:17][c:16]([Cl:15])[n:21]2)[cH:10][cH:11]1. The product is CCOC(=O)c1ccc(-c2ccnc(Cl)n2)cc1. Reactants: CCOC(=O)c1ccc(B(O)O)cc1, Cc1ccccc1, Clc1ccnc(Cl)n1, [Na+], [Na+], O=C([O-])[O-]. Starting materials: CCO, CS(=O)(=O)Oc1cc(N=C2SCC3CCCN23)c(F)cc1Cl, Cl. The product is Oc1cc(N=C2SCC3CCCN23)c(F)cc1Cl. As a reaction SMILES: [CH3:24][CH2:25][OH:26].[Cl:1][c:2]1[cH:3][c:4]([F:22])[c:5]([N:13]=[C:14]2[S:15][CH2:16][CH:17]3[N:18]2[CH2:19][CH2:20][CH2:21]3)[cH:6][c:7]1[O:8][S:9]([CH3:10])(=[O:11])=[O:12].[ClH:23]>>[Cl:1][c:2]1[cH:3][c:4]([F:22])[c:5]([N:13]=[C:14]2[S:15][CH2:16][CH:17]3[N:18]2[CH2:19][CH2:20][CH2:21]3)[cH:6][c:7]1[OH:8]. Starting materials: COC(CCN(CCCCC)C)=O (N-methyl-N-pentyl-β-alanine methyl ester). Run in O (water). Yields the product CN(CCC(=O)O)CCCCC (N-methyl-N-pentyl-β-alanine). RXN SMILES: C[O:2][C:3](=[O:13])[CH2:4][CH2:5][N:6]([CH3:12])[CH2:7][CH2:8][CH2:9][CH2:10][CH3:11]>O>[CH3:12][N:6]([CH2:7][CH2:8][CH2:9][CH2:10][CH3:11])[CH2:5][CH2:4][C:3]([OH:13])=[O:2]. Procedure details: 68.8 g (367.4 mmol) N-methyl-N-pentyl-β-alanine methyl ester was hydrolyzed by refluxing with 138 ml water. Water was distilled off and 300 ml diethyl carbonate were added, followed by azeotropic distillation of diethyl carbonate/water (30 ml) to remove residual water. About 290 ml of a diethyl carbonate solution containing 63 g N-methyl-N-pentyl-β-alanine was obtained which could directly be used for the subsequent bisphosphorylation step. The reactants are COC(C(\C=C(\CP(=O)(OCC)OCC)/C1=CC=CC=C1)NC=O)=O (E-2-formylamino-4-phenyl-5-diethylphosphono-3-pentenoic acid methyl ester). Solvent: Cl (hydrochloric acid). Product: NC(C(=O)O)\C=C(\CP(=O)(O)O)/C1=CC=CC=C1 (E-2-amino-4-phenyl-5-phosphono-3-pentenoic acid). RXN SMILES: C[O:2][C:3](=[O:25])[CH:4]([NH:22]C=O)/[CH:5]=[C:6](\[C:16]1[CH:21]=[CH:20][CH:19]=[CH:18][CH:17]=1)/[CH2:7][P:8]([O:13]CC)([O:10]CC)=[O:9]>Cl>[NH2:22][CH:4](/[CH:5]=[C:6](\[C:16]1[CH:21]=[CH:20][CH:19]=[CH:18][CH:17]=1)/[CH2:7][P:8]([OH:13])([OH:10])=[O:9])[C:3]([OH:25])=[O:2]. Procedure: 0.15 g of E-2-formylamino-4-phenyl-5-diethylphosphono-3-pentenoic acid methyl ester are dissolved in 10 ml of 4.5N hydrochloric acid and heated at 75° for 192 hours. After concentration in vacuo, the foamy residue is dissolved in a small amount of ethanol and 1 ml of ethanol/propylene oxide (1:1) is added dropwise thereto. The resulting white precipitate is filtered off and recrystallised from water/acetone (1:2). E-2-amino-4-phenyl-5-phosphono-3-pentenoic acid is thus obtained inthe form of col... Reactants: OS(=O)(=O)O (H2SO4), CC1=CC=C(O1)[C@@H](CC)N[C@@H](CO[Si](C)(C)C)C1=CC=CC=C1 ([(R)-1-(5-Methyl-furan-2-yl)-propyl]-((R)-1-phenyl-2-trimethylsilanyloxy-ethyl)-amine), [OH-].[Na+] (NaOH), [NH4+].[OH-] (NH4OH). The solvent is O (H2O), C(C)(CC)O (sec-BuOH), CC(C)(C)OC (TBME), O (H2O), CC(C)(C)OC (TBME). Product: CC1=CC=C(O1)[C@@H](CC)N[C@@H](CO)C1=CC=CC=C1 ((R)-2-[(R)-1-(5-Methyl-furan-2-yl)-propylamino]-2-phenyl-ethanol). Reaction SMILES: OS(O)(=O)=O.[CH3:6][C:7]1[O:11][C:10]([C@H:12]([NH:15][C@H:16]([C:23]2[CH:28]=[CH:27][CH:26]=[CH:25][CH:24]=2)[CH2:17][O:18][Si](C)(C)C)[CH2:13][CH3:14])=[CH:9][CH:8]=1.[NH4+].[OH-].[OH-].[Na+]>CC(OC)(C)C.O.C(O)(CC)C>[CH3:6][C:7]1[O:11][C:10]([C@H:12]([NH:15][C@H:16]([C:23]2[CH:24]=[CH:25][CH:26]=[CH:27][CH:28]=2)[CH2:17][OH:18])[CH2:13][CH3:14])=[CH:9][CH:8]=1 |f:2.3,4.5|. Reported procedure: 700 ml of 5M H2SO4 are cooled to 5° and 232 g of [(R)-1-(5-Methyl-furan-2-yl)-propyl]-((R)-1-phenyl-2-trimethylsilanyloxy-ethyl)-amine dissolved in 1 l of TBME are added dropwise over a period of 30 minutes at 5-10°. 345 ml of sec-BuOH and 345 ml of H2O are added and the reaction mixture obtained is slowly warmed to rt. The aqueous layer obtained is separated. The organic portion obtained is adjusted to pH 11 with 2.5M NH4OH, the aqueous layer is separated and the organic phases obtained are was... The reactants are ClCC1=CC=C(C=C1)NC(=O)C1=CC2=CC(=CC=C2CC1)C1=CC=CC=C1 (N-[4-(chloromethyl)-phenyl]-7-phenyl-3,4-dihydronaphthalene-2-carboxamide), C(#N)C1=CC=NC=C1 (4-cyanopyridine). Solvent: CN(C)C=O (DMF). Reaction conditions: temperature 70 celsius, time 24 hour. Yields the product [Cl-].C(#N)C1=CC=[N+](C=C1)CC1=CC=C(C=C1)NC(=O)C1=CC2=CC(=CC=C2CC1)C1=CC=CC=C1 (4-cyano-1-[4-(7-phenyl-3,4-dihydro-naphthalene-2-carboxamido)benzyl]pyridinium chloride). The yield is 78.8%. RXN SMILES: [Cl:1][CH2:2][C:3]1[CH:8]=[CH:7][C:6]([NH:9][C:10]([C:12]2[CH2:21][CH2:20][C:19]3[C:14](=[CH:15][C:16]([C:22]4[CH:27]=[CH:26][CH:25]=[CH:24][CH:23]=4)=[CH:17][CH:18]=3)[CH:13]=2)=[O:11])=[CH:5][CH:4]=1.[C:28]([C:30]1[CH:35]=[CH:34][N:33]=[CH:32][CH:31]=1)#[N:29]>CN(C=O)C>[Cl-:1].[C:28]([C:30]1[CH:35]=[CH:34][N+:33]([CH2:2][C:3]2[CH:8]=[CH:7][C:6]([NH:9][C:10]([C:12]3[CH2:21][CH2:20][C:19]4[C:14](=[CH:15][C:16]([C:22]5[CH:27]=[CH:26][CH:25]=[CH:24][CH:23]=5)=[CH:17][CH:18]=4)[CH:13]=3)=[O:11])=[CH:5][CH:4]=2)=[CH:32][CH:31]=1)#[N:29] |f:3.4|. Procedure: In DMF (3ml) was dissolved N-[4-(chloromethyl)-phenyl]-7-phenyl-3,4-dihydronaphthalene-2-carboxamide (140mg), and to the mixture was added 4-cyanopyridine (117mg). The mixture was stirred at 70° C. for 24 hours and concentrated under reduced pressure. The residue was recrystallized from ethyl acetate-methanol to give 4-cyano-1-[4-(7-phenyl-3,4-dihydro-naphthalene-2-carboxamido)benzyl]pyridinium chloride (Compound 21) (141mg) as pale brown crystals. Starting materials: NC=1C=CC(=C(C1)[C@]1(N=C(OC[C@@H]1F)N)C)F ((4R,5R)-4-(5-amino-2-fluoro-phenyl)-5-fluoro-4-methyl-5,6-dihydro-4H-[1,3]oxazin-2-ylamine), CN1N=C(C=C1C(=O)O)C(F)(F)F (2-methyl-5-trifluoromethyl-2H-pyrazole-3-carboxylic acid). Product: NC=1OC[C@@H]([C@@](N1)(C)C=1C=C(C=CC1F)NC(=O)C=1N(N=C(C1)C(F)(F)F)C)F (2-Methyl-5-trifluoromethyl-2H-pyrazole-3-carboxylic acid [3-((4R,5R)-2-amino-5-fluoro-4-methyl-5,6-dihydro-4H-[1,3]oxazin-4-yl)-4-fluoro-phenyl]-amide). As a reaction SMILES: [NH2:1][C:2]1[CH:3]=[CH:4][C:5]([F:17])=[C:6]([C@:8]2([CH3:16])[C@@H:13]([F:14])[CH2:12][O:11][C:10]([NH2:15])=[N:9]2)[CH:7]=1.[CH3:18][N:19]1[C:23]([C:24](O)=[O:25])=[CH:22][C:21]([C:27]([F:30])([F:29])[F:28])=[N:20]1>>[NH2:15][C:10]1[O:11][CH2:12][C@H:13]([F:14])[C@:8]([C:6]2[CH:7]=[C:2]([NH:1][C:24]([C:23]3[N:19]([CH3:18])[N:20]=[C:21]([C:27]([F:30])([F:28])[F:29])[CH:22]=3)=[O:25])[CH:3]=[CH:4][C:5]=2[F:17])([CH3:16])[N:9]=1. Procedure: The condensation of (4R,5R)-4-(5-amino-2-fluoro-phenyl)-5-fluoro-4-methyl-5,6-dihydro-4H-[1,3]oxazin-2-ylamine (intermediate A8.2) and 2-methyl-5-trifluoromethyl-2H-pyrazole-3-carboxylic acid (CAS 128694-63-3) following procedure I yielded the title compound as a white solid. MS (ISP): m/z=418.3 [M+H]+. The reactants are BrC=1C=C2C(=CC1)NC[C@]21CN(CC1)C(=O)OC(C)(C)C ((R)-t-butyl 5-bromospiro[indoline-3,3′-pyrrolidine]-1′-carboxylate), ClC(=O)OC (methyl chloroformate), NC=1SC(=CN1)SCC(=O)OCC (ethyl 2-((2-aminothiazol-5-yl)thio)acetate), Cl.NC=1SC(=CN1)Cl (2-amino-5-chlorothiazole hydrochloride). The product is BrC=1C=C2C(=CC1)N(C[C@]21CN(CC1)C(=O)OC)C(NC=1SC(=CN1)SCC(=O)OCC)=O ((R)-methyl 5-bromo-1-((5-((2-ethoxy-2-oxoethyl)thio)thiazol-2-yl)carbamoyl)spiro[indoline-3,3′-pyrrolidine]-1′-carboxylate). As a reaction SMILES: [Br:1][C:2]1[CH:3]=[C:4]2[C@:10]3([CH2:14][CH2:13][N:12]([C:15]([O:17][C:18](C)(C)C)=[O:16])[CH2:11]3)[CH2:9][NH:8][C:5]2=[CH:6][CH:7]=1.[NH2:22][C:23]1[S:24][C:25]([S:28][CH2:29][C:30]([O:32][CH2:33][CH3:34])=[O:31])=[CH:26][N:27]=1.Cl.NC1SC(Cl)=CN=1.Cl[C:44](OC)=[O:45]>>[Br:1][C:2]1[CH:3]=[C:4]2[C@:10]3([CH2:14][CH2:13][N:12]([C:15]([O:17][CH3:18])=[O:16])[CH2:11]3)[CH2:9][N:8]([C:44](=[O:45])[NH:22][C:23]3[S:24][C:25]([S:28][CH2:29][C:30]([O:32][CH2:33][CH3:34])=[O:31])=[CH:26][N:27]=3)[C:5]2=[CH:6][CH:7]=1 |f:2.3|. Reported procedure: The captioned compound was obtained in the form of a white solid by performing the same reactions and/or treatments as those in Examples 1, 2, and 3, with the exceptions that (R)-t-butyl 5-bromospiro[indoline-3,3′-pyrrolidine]-1′-carboxylate was used instead of t-butyl 5-bromospiro[indoline-3,3′-pyrrolidine]-1′-carboxylate, that the ethyl 2-((2-aminothiazol-5-yl)thio)acetate synthesized by a method described in the known methods (International Publication WO2005/066145 etc.) was used instead of ...